This data is from the Open Reaction Database (ORD), a public repository of structured organic reaction records. The task is: describe an organic reaction: reactants, conditions, products, and yield The reactants are C(C1=CC=CC=C1)OC1=CC=C(C=C1)C[C@@H](C(=O)OCC1=CC=CC=C1)ON1C(C2=CC=CC=C2C1=O)=O ((S)-benzyl 3-(4-(benzyloxy)phenyl)-2-(1,3-dioxoisoindolin-2-yloxy)propanoate), O.NN (hydrazine monohydrate). The solvent is O1CCCC1 (tetrahydrofuran), CO (methanol), C(C)(=O)OCC (ethyl acetate). Conditions: time 1 hour. Yields the product NO[C@H](C(=O)OCC1=CC=CC=C1)CC1=CC=C(C=C1)OCC1=CC=CC=C1 ((S)-benzyl 2-(aminooxy)-3-(4-(benzyloxy)phenyl)propanoate). As a reaction SMILES: [CH2:1]([O:8][C:9]1[CH:14]=[CH:13][C:12]([CH2:15][C@H:16]([O:27][N:28]2C(=O)C3C(=CC=CC=3)C2=O)[C:17]([O:19][CH2:20][C:21]2[CH:26]=[CH:25][CH:24]=[CH:23][CH:22]=2)=[O:18])=[CH:11][CH:10]=1)[C:2]1[CH:7]=[CH:6][CH:5]=[CH:4][CH:3]=1.O.NN>O1CCCC1.CO.C(OCC)(=O)C>[NH2:28][O:27][C@@H:16]([CH2:15][C:12]1[CH:11]=[CH:10][C:9]([O:8][CH2:1][C:2]2[CH:7]=[CH:6][CH:5]=[CH:4][CH:3]=2)=[CH:14][CH:13]=1)[C:17]([O:19][CH2:20][C:21]1[CH:22]=[CH:23][CH:24]=[CH:25][CH:26]=1)=[O:18] |f:1.2|. Reported procedure: To a mixed solution of (S)-benzyl 3-(4-(benzyloxy)phenyl)-2-(1,3-dioxoisoindolin-2-yloxy)propanoate (Compound XXVIII-1) 15.02 g (29.6 mmol) in tetrahydrofuran 60 ml and methanol 60 ml, hydrazine monohydrate 4.31 ml (88.8 mmol) was added and the mixture was stirred at room temperature for 1 hr. The reaction mixture was diluted with ethyl acetate 500 ml and washed with saturated sodium bicarbonate solution 200 ml, water 200 ml and brine 200 ml. The organic phase was dried over magnesium sulfate an... Starting materials: [H-].[Na+] (sodium hydride), CONS(=O)(=O)C1=CC=C(C=C1)C (N-methoxy-p-toluenesulfonamide), O (water), ClC1=C(C#N)C=C(C=C1)[N+](=O)[O-] (2-chloro-5-nitrobenzonitrile). The solvent is CN(C)C=O (DMF). Yields the product C(#N)C1=C(N(S(=O)(=O)C2=CC=C(C=C2)C)OC)C=CC(=C1)[N+](=O)[O-] (2′-Cyano-N-methoxy-4′-nitro-p-toluenesulfonanilide). Isolated yield 68.1%. RXN SMILES: [H-].[Na+].[CH3:3][O:4][NH:5][S:6]([C:9]1[CH:14]=[CH:13][C:12]([CH3:15])=[CH:11][CH:10]=1)(=[O:8])=[O:7].Cl[C:17]1[CH:24]=[CH:23][C:22]([N+:25]([O-:27])=[O:26])=[CH:21][C:18]=1[C:19]#[N:20].O>CN(C=O)C>[C:19]([C:18]1[CH:21]=[C:22]([N+:25]([O-:27])=[O:26])[CH:23]=[CH:24][C:17]=1[N:5]([O:4][CH3:3])[S:6]([C:9]1[CH:14]=[CH:13][C:12]([CH3:15])=[CH:11][CH:10]=1)(=[O:8])=[O:7])#[N:20] |f:0.1|. Procedure: To a suspension of sodium hydride (60%, 0.09 g (2.25 mmol)) in 3.0 ml of DMF, N-methoxy-p-toluenesulfonamide (0.45 g (2.20 mmol)) was added under cooling with ice and with stirring. To the resulting mixture, after 15 minutes' stirring under cooling with ice, 2-chloro-5-nitrobenzonitrile (0.37 g (2.03 mmol)) was added and the mixture was stirred under cooling with ice for one hour and at room temperature for 18 hours. The reaction mixture was then poured into water and extracted with diethyl ethe... The reactants are [H-].[Al+3].[Li+].[H-].[H-].[H-] (lithium aluminum hydride), ClC1=CC=C(OCC(=O)O)C=C1 (4-chlorophenoxyacetic acid). The solvent is C1CCOC1 (THF), C1CCOC1 (THF). Yield: 94.0%. Reaction SMILES: [H-].[Al+3].[Li+].[H-].[H-].[H-].[Cl:7][C:8]1[CH:18]=[CH:17][C:11]([O:12][CH2:13][C:14](O)=[O:15])=[CH:10][CH:9]=1>C1COCC1>[Cl:7][C:8]1[CH:18]=[CH:17][C:11]([O:12][CH2:13][CH2:14][OH:15])=[CH:10][CH:9]=1 |f:0.1.2.3.4.5|. Procedure details: To a flask under a nitrogen atmosphere was added 6.1 g. of lithium aluminum hydride in 60 ml. of dry THF at -4° C. The resulting slurry was stirred and 20.0 g. (0.102 mole) of 4-chlorophenoxyacetic acid in 100 ml. of dry THF was added dropwise. The reaction was stirred overnight and was quenched by cautiously adding saturated aqueous sodium sulfate solution followed by ethyl acetate. The solid was removed by filtration and the aqueous phase was extracted twice with 50 ml. portions of ethyl aceta... Yields the product ClC1=CC=C(OCCO)C=C1 (2-(4-chlorophenoxy)ethanol). Reactants: N#CC1(NC(=O)C2CC(S(=O)(=O)c3ccc(F)cc3Cl)CC2CO)CC1, Oc1ccccc1. The product is N#CC1(NC(=O)C2CC(S(=O)(=O)c3ccc(F)cc3Cl)CC2COc2ccccc2)CC1. RXN SMILES: [C:1](#[N:2])[C:3]1([NH:6][C:7](=[O:8])[CH:9]2[CH:10]([CH2:25][OH:26])[CH2:11][CH:12]([S:14](=[O:15])(=[O:16])[c:17]3[c:18]([Cl:24])[cH:19][c:20]([F:23])[cH:21][cH:22]3)[CH2:13]2)[CH2:4][CH2:5]1.[OH:27][c:28]1[cH:29][cH:30][cH:31][cH:32][cH:33]1>>[C:1](#[N:2])[C:3]1([NH:6][C:7](=[O:8])[CH:9]2[CH:10]([CH2:25][O:26][c:28]3[cH:29][cH:30][cH:31][cH:32][cH:33]3)[CH2:11][CH:12]([S:14](=[O:15])(=[O:16])[c:17]3[c:18]([Cl:24])[cH:19][c:20]([F:23])[cH:21][cH:22]3)[CH2:13]2)[CH2:4][CH2:5]1. Starting materials: CC(Br)c1cc(C(=O)N(C)C)cc2c(=O)cc(N3CCOCC3)oc12, Br, Nc1cc(F)cc(F)c1, CN(C)C=O. Product: CC(Nc1cc(F)cc(F)c1)c1cc(C(=O)N(C)C)cc2c(=O)cc(N3CCOCC3)oc12. Reaction SMILES: [Br:2][CH:3]([CH3:4])[c:5]1[cH:6][c:7]([C:22](=[O:23])[N:24]([CH3:25])[CH3:26])[cH:8][c:9]2[c:10](=[O:21])[cH:11][c:12]([N:15]3[CH2:16][CH2:17][O:18][CH2:19][CH2:20]3)[o:13][c:14]12.[BrH:1].[F:27][c:28]1[cH:29][c:30]([NH2:31])[cH:32][c:33]([F:35])[cH:34]1.[O:36]=[CH:37][N:38]([CH3:39])[CH3:40]>>[CH:3]([CH3:4])([c:5]1[cH:6][c:7]([C:22](=[O:23])[N:24]([CH3:25])[CH3:26])[cH:8][c:9]2[c:10](=[O:21])[cH:11][c:12]([N:15]3[CH2:16][CH2:17][O:18][CH2:19][CH2:20]3)[o:13][c:14]12)[NH:31][c:30]1[cH:29][c:28]([F:27])[cH:34][c:33]([F:35])[cH:32]1. The reactants are C(C)OC(OCC)OCC (orthoformic acid triethyl ester), 4-Aryl-3-aminopyrazoles, C1(=CC=CC=C1)C1=C(NN=C1)N (4-phenyl-2H-pyrazol-3-ylamine), C1(=CC=CC=C1)CC#N (benzeneacetonitrile). Yields the product O=CC(C#N)C1=CC=CC=C1 (3-oxo-2-phenyl-propionitrile). Reaction SMILES: [C:1]1([C:7]2[CH:11]=[N:10]N[C:8]=2N)[CH:6]=[CH:5][CH:4]=[CH:3][CH:2]=1.C1(CC#N)C=CC=CC=1.C([O:24]C(OCC)OCC)C>>[O:24]=[CH:8][CH:7]([C:1]1[CH:6]=[CH:5][CH:4]=[CH:3][CH:2]=1)[C:11]#[N:10]. Procedure details: 4-Aryl-3-aminopyrazoles such as 4-phenyl-2H-pyrazol-3-ylamine may be prepared according to the procedures described in patent EP269,859 and illustrated in scheme 8, by reacting benzeneacetonitrile with orthoformic acid triethyl ester to give 3-oxo-2-phenyl-propionitrile which is reacted with hydrazine. The reactants are COC(OC)c1cc(Br)ccc1O, CC(C)OC(=O)N=NC(=O)OC(C)C, CN(CCO)C(=O)OC(C)(C)C, c1ccc(P(c2ccccc2)c2ccccc2)cc1, c1ccccc1. The product is COC(OC)c1cc(Br)ccc1OCCN(C)C(=O)OC(C)(C)C. RXN SMILES: [Br:1][c:2]1[cH:3][c:4]([CH:9]([O:10][CH3:11])[O:12][CH3:13])[c:5]([OH:8])[cH:6][cH:7]1.[O:45]=[C:46]([O:47][CH:48]([CH3:49])[CH3:50])[N:51]=[N:52][C:53]([O:54][CH:55]([CH3:56])[CH3:57])=[O:58].[OH:33][CH2:34][CH2:35][N:36]([C:37]([O:38][C:39]([CH3:40])([CH3:41])[CH3:42])=[O:43])[CH3:44].[c:14]1([P:15]([c:16]2[cH:17][cH:18][cH:19][cH:20][cH:21]2)[c:22]2[cH:23][cH:24][cH:25][cH:26][cH:27]2)[cH:28][cH:29][cH:30][cH:31][cH:32]1.[cH:59]1[cH:60][cH:61][cH:62][cH:63][cH:64]1>>[Br:1][c:2]1[cH:3][c:4]([CH:9]([O:10][CH3:11])[O:12][CH3:13])[c:5]([O:8][CH2:34][CH2:35][N:36]([C:37]([O:38][C:39]([CH3:40])([CH3:41])[CH3:42])=[O:43])[CH3:44])[cH:6][cH:7]1.